This data is from the Open Reaction Database (ORD), a public repository of structured organic reaction records. The task is: describe an organic reaction: reactants, conditions, products, and yield The reactants are COC(C=1C(C(=O)OC)=C(C=CC1)NCC=1C=NC=CC1)=O (3-[(Pyridin-3-ylmethyl)-amino]-phthalic acid dimethyl ester), COCCNC1=C(C(C(=O)O)=CC=C1)C(=O)O (3-(2-methoxy-ethylamino)-phthalic acid), Cl (HCl). Yields the product N1=CC(=CC=C1)CNC1=C(C(C(=O)O)=CC=C1)C(=O)O (3-[(Pyridin-3-ylmethyl)-amino]-phthalic acid). As a reaction SMILES: C[O:2][C:3](=[O:22])[C:4]1[C:5](=[C:10]([NH:14][CH2:15][C:16]2[CH:17]=[N:18][CH:19]=[CH:20][CH:21]=2)[CH:11]=[CH:12][CH:13]=1)[C:6]([O:8]C)=[O:7].COCCNC1C=CC=C(C(O)=O)C=1C(O)=O.Cl>>[N:18]1[CH:19]=[CH:20][CH:21]=[C:16]([CH2:15][NH:14][C:10]2[CH:11]=[CH:12][CH:13]=[C:4]([C:3]([OH:22])=[O:2])[C:5]=2[C:6]([OH:8])=[O:7])[CH:17]=1. Reported procedure: 3-[(Pyridin-3-ylmethyl)-amino]-phthalic acid dimethyl ester (0.91 g, 3.03 mmol) was treated in the same manner as described above for the synthesis of 3-(2-methoxy-ethylamino)-phthalic acid except the pH of crude reaction mixture was adjusted to 2–3 by dropwise addition of concentrated HCl. The solvent was then evaporated in vacuo leaving a dry salt mixture that was used without further purification.